From a dataset of the Open Reaction Database (ORD), a public repository of structured organic reaction records. describe an organic reaction: reactants, conditions, products, and yield The product is Cl.ClC1=CC=C(OCCNC(C)C)C=C1 (N-[2-(4-Chlorophenoxy)ethyl]-1-methylethanamine, Hydrochloride). Reactants: BrCCC1=C(C=CC(=C1)Cl)OC1=C(C=C(C=C1)Cl)CCBr (2-bromoethyl-4-chlorophenyl ether), C(C)(C)N (isopropyl amine). Procedure: Following the procedure of Preparation 11, 2-bromoethyl-4-chlorophenyl ether and isopropyl amine (excess) were reacted and the reaction mixture processed to give an oil, the free base of the title compound. A portion of the oil was reacted with ethereal hydrogen chloride to give the hydrochloride salt, m.p. 162°-164° C. in 69.3% yield. RXN SMILES: BrCCC1C=C([Cl:10])C=[CH:6][C:5]=1[O:11][C:12]1[CH:17]=[CH:16][C:15]([Cl:18])=[CH:14][C:13]=1CCBr.[CH:22]([NH2:25])([CH3:24])[CH3:23]>>[ClH:10].[Cl:18][C:15]1[CH:14]=[CH:13][C:12]([O:11][CH2:5][CH2:6][NH:25][CH:22]([CH3:24])[CH3:23])=[CH:17][CH:16]=1 |f:2.3|. Product: ClC1=CC=C(C=C1)C1=NC2=CC(=C(C=C2C(=N1)O)OC)OC (2-(4-Chlorophenyl)-4-hydroxy-6,7-dimethoxyquinazoline). The solvent is O (water). Reactants: ClC1=CC=C(C(=O)NC2=C(C(=O)N)C=C(C(=C2)OC)OC)C=C1 (2-(4-chlorobenzoylamino)-4,5-dimethoxybenzamide), [OH-].[Na+] (sodium hydroxide), Cl (hydrochloric acid). Reported procedure: 21.3 g of 2-(4-chlorobenzoylamino)-4,5-dimethoxybenzamide were heated at 100° C. for 2 h in 250 ml of 10% strength sodium hydroxide solution. The starting compound gradually went into solution in the course of this and a little later a precipitate deposited again. The mixture was diluted with 500 ml of water and adjusted to pH=4 using concentrated hydrochloric acid. After stirring for a further 2 h, the solid was filtered off with suction, washed with plenty of water and dried at 40° C. under re... Reaction SMILES: [Cl:1][C:2]1[CH:23]=[CH:22][C:5]([C:6]([NH:8][C:9]2[CH:17]=[C:16]([O:18][CH3:19])[C:15]([O:20][CH3:21])=[CH:14][C:10]=2[C:11]([NH2:13])=[O:12])=O)=[CH:4][CH:3]=1.[OH-].[Na+].Cl>O>[Cl:1][C:2]1[CH:23]=[CH:22][C:5]([C:6]2[N:13]=[C:11]([OH:12])[C:10]3[C:9](=[CH:17][C:16]([O:18][CH3:19])=[C:15]([O:20][CH3:21])[CH:14]=3)[N:8]=2)=[CH:4][CH:3]=1 |f:1.2|. Reaction conditions: time 2 hour. The reactants are CC1=C(C=CC=C1C)[C@H](C)C=1NC=CN1 (2-[(1S)-1-(2,3-Dimethylphenyl)ethyl]-1H-imidazole), C([O-])([O-])=O.[Cs+].[Cs+] (caesium carbonate), BrCC1=CC=C(C=C1)N1N=CN=C1 (1-[4-(bromomethyl)phenyl]-1H-1,2,4-triazole). Solvent: CN1C(CCC1)=O (1-methyl-2-pyrrolidinone). Conditions: time 18 hour. Yields the product CC1=C(C=CC=C1C)[C@H](C)C=1N(C=CN1)CC1=CC=C(C=C1)N1N=CN=C1 (1-[4-({2-[(1S)-1-(2,3-Dimethylphenyl)ethyl]-1H-imidazol-1-yl}methyl)phenyl]-1H-1,2,4-triazole). The yield is 35.4%. RXN SMILES: [CH3:1][C:2]1[C:7]([CH3:8])=[CH:6][CH:5]=[CH:4][C:3]=1[C@@H:9]([C:11]1[NH:12][CH:13]=[CH:14][N:15]=1)[CH3:10].C(=O)([O-])[O-].[Cs+].[Cs+].Br[CH2:23][C:24]1[CH:29]=[CH:28][C:27]([N:30]2[CH:34]=[N:33][CH:32]=[N:31]2)=[CH:26][CH:25]=1>CN1CCCC1=O>[CH3:1][C:2]1[C:7]([CH3:8])=[CH:6][CH:5]=[CH:4][C:3]=1[C@@H:9]([C:11]1[N:15]([CH2:23][C:24]2[CH:25]=[CH:26][C:27]([N:30]3[CH:34]=[N:33][CH:32]=[N:31]3)=[CH:28][CH:29]=2)[CH:14]=[CH:13][N:12]=1)[CH3:10] |f:1.2.3|. Reported procedure: To a mixture of the compound of Example 58 (90 mg, 0.45 mmol) and caesium carbonate (244 mg, 0.75 mmol) in 1-methyl-2-pyrrolidinone (1 ml) was added 1-[4-(bromomethyl)phenyl]-1H-1,2,4-triazole (83 μl, 0.5 mmol). The reaction mixture was stirred at room temperature for 18 h and then concentrated in vacuo. The residue was dissolved in 1-methyl-2-pyrrolidinone (0.8 ml) and purified by automated preparative liquid chromatography (Gilson system, 150 mm×22.4 mm LUNA C18(2) 5 μm column, 20 ml/min) usin... Reactants: [H-].[Al+3].[Li+].[H-].[H-].[H-] (lithium aluminum hydride), OC1=C2CC(CC(C2=CC=C1OC)=O)C1=CC=CC=C1 (5-hydroxy-6-methoxy-3-phenyl-1,2,3,4-tetrahydro-1-naphthalenone), C[Si](C)(C)C#N (trimethylsilylcyanide). The reagents and catalysts are [I-].[Zn+2].[I-] (zinc iodide). Run in C1CCOC1 (THF), C1CCOC1 (THF), C(C)#N (acetonitrile). Conditions: time 8 hour. The product is NCC1(CC(CC2=C(C(=CC=C12)OC)O)C1=CC=CC=C1)O (1-Aminomethyl-1,5-dihydroxy-6-methoxy-3-phenyl-1,2,3,4-tetrahydronaphthalene). Isolated yield 75.6%. Reaction SMILES: [OH:1][C:2]1[C:11]([O:12][CH3:13])=[CH:10][CH:9]=[C:8]2[C:3]=1[CH2:4][CH:5]([C:15]1[CH:20]=[CH:19][CH:18]=[CH:17][CH:16]=1)[CH2:6][C:7]2=[O:14].C[Si]([C:25]#[N:26])(C)C.[H-].[Al+3].[Li+].[H-].[H-].[H-]>C(#N)C.C1COCC1.[I-].[Zn+2].[I-]>[NH2:26][CH2:25][C:7]1([OH:14])[C:8]2[C:3](=[C:2]([OH:1])[C:11]([O:12][CH3:13])=[CH:10][CH:9]=2)[CH2:4][CH:5]([C:15]2[CH:20]=[CH:19][CH:18]=[CH:17][CH:16]=2)[CH2:6]1 |f:2.3.4.5.6.7,10.11.12|. Procedure: To a suspension of 5-hydroxy-6-methoxy-3-phenyl-1,2,3,4-tetrahydro-1-naphthalenone (1.13 g, 4.2 mmol), from Step 2, in 8 mL of anhydrous acetonitrile, was added 2.4 mL (18 mmol) of trimethylsilylcyanide and a catalytic amount of zinc iodide. The reaction mixture was heated at reflux for 4 h and then cooled and concentrated. The residue was kept overnight at 0° C. under nitrogen atmosphere and then dissolved in 16 mL of anhydrous THF. The THF solution was added dropwise to a suspension of 0.77 g ... Reactants: CN1CCNCC1, O=C(Nc1cc(F)cc(N2CCOCC2)c1)c1ccc(Cl)c(NC(=O)c2ccc(Cl)nc2)c1, O. Yields the product CN1CCN(c2ccc(C(=O)Nc3cc(C(=O)Nc4cc(F)cc(N5CCOCC5)c4)ccc3Cl)cn2)CC1. RXN SMILES: [CH3:34][N:35]1[CH2:36][CH2:37][NH:38][CH2:39][CH2:40]1.[Cl:1][c:2]1[c:3]([NH:24][C:25](=[O:26])[c:27]2[cH:28][n:29][c:30]([Cl:33])[cH:31][cH:32]2)[cH:4][c:5]([C:6](=[O:7])[NH:8][c:9]2[cH:10][c:11]([F:21])[cH:12][c:13]([N:15]3[CH2:16][CH2:17][O:18][CH2:19][CH2:20]3)[cH:14]2)[cH:22][cH:23]1.[OH2:41]>>[Cl:1][c:2]1[c:3]([NH:24][C:25](=[O:26])[c:27]2[cH:28][n:29][c:30]([N:38]3[CH2:37][CH2:36][N:35]([CH3:34])[CH2:40][CH2:39]3)[cH:31][cH:32]2)[cH:4][c:5]([C:6](=[O:7])[NH:8][c:9]2[cH:10][c:11]([F:21])[cH:12][c:13]([N:15]3[CH2:16][CH2:17][O:18][CH2:19][CH2:20]3)[cH:14]2)[cH:22][cH:23]1. Starting materials: CCO, CSC(=N)NN=Cc1c(Cl)cccc1Cl, I, NCc1ccncc1, O. Yields the product N=C(NCc1ccncc1)NN=Cc1c(Cl)cccc1Cl. Reaction SMILES: [CH3:25][CH2:26][OH:27].[Cl:2][c:3]1[c:4]([CH:5]=[N:6][NH:7][C:8]([S:9][CH3:10])=[NH:11])[c:12]([Cl:16])[cH:13][cH:14][cH:15]1.[IH:1].[NH2:17][CH2:18][c:19]1[cH:20][cH:21][n:22][cH:23][cH:24]1.[OH2:28]>>[Cl:2][c:3]1[c:4]([CH:5]=[N:6][NH:7][C:8](=[NH:11])[NH:17][CH2:18][c:19]2[cH:20][cH:21][n:22][cH:23][cH:24]2)[c:12]([Cl:16])[cH:13][cH:14][cH:15]1. Reactants: CNS(=O)(=O)C (N-Methylmethanesulfonamide), CC1(C(C2=CC=CC=C2C1)C=1C(=NC=NC1)S(=O)(=O)C)C (5-(2,2-dimethylindan-1-yl)-4-methanesulfonylpyrimidine), [H-].[Na+] (sodium hydride). The solvent is CN(C=O)C (N,N-dimethylformamide). Conditions: temperature 80 celsius. Yields the product CC1(C(C2=CC=CC=C2C1)C=1C(=NC=NC1)N(C)S(=O)(=O)C)C (5-(2,2-Dimethylindan-1-yl)-4-(N-methylmethanesulfonylamino)pyrimidine). Yield: 10.1%. Reaction SMILES: [CH3:1][NH:2][S:3]([CH3:6])(=[O:5])=[O:4].[CH3:7][C:8]1([CH3:27])[CH2:16][C:15]2[C:10](=[CH:11][CH:12]=[CH:13][CH:14]=2)[CH:9]1[C:17]1[C:18](S(C)(=O)=O)=[N:19][CH:20]=[N:21][CH:22]=1.[H-].[Na+]>CN(C)C=O>[CH3:7][C:8]1([CH3:27])[CH2:16][C:15]2[C:10](=[CH:11][CH:12]=[CH:13][CH:14]=2)[CH:9]1[C:17]1[C:18]([N:2]([S:3]([CH3:6])(=[O:5])=[O:4])[CH3:1])=[N:19][CH:20]=[N:21][CH:22]=1 |f:2.3|. Reported procedure: N-Methylmethanesulfonamide (1.9 g) and then 1.2 g (17 mmol) of 5-(2,2-dimethylindan-1-yl)-4-methanesulfonylpyrimidine were added to a slurry of 0.40 g (17 mmol) of sodium hydride in 50 mL of dry N,N-dimethylformamide with stirring and the resulting mixture was heated at 80° C. for 1 hour. The mixture was then cooled and partitioned between ether and water. The organic phase was recovered, dried over magnesium sulfate, filtered, and concentrated by evaporation under reduced pressure. The residue ...